Dataset: the Open Reaction Database (ORD), a public repository of structured organic reaction records. Task: describe an organic reaction: reactants, conditions, products, and yield The reactants are ClC1=C(C=CC=C1)C(CC(=O)C=1C=CC(NC1)=O)C=1C=CC(NC1)=O (5,5′-[1-(2-chlorophenyl)-3-oxopropane-1,3-diyl]dipyridin-2(1H)-one), IC (iodomethane), C([O-])([O-])=O.[K+].[K+] (potassium carbonate). The product is ClC1=C(C=CC=C1)C(CC(=O)C=1C=CC(N(C1)C)=O)C=1C=CC(N(C1)C)=O (5,5′-[1-(2-Chlorophenyl)-3-oxopropane-1,3-diyl]bis(1-methylpyridin-2(1H)-one)). RXN SMILES: [Cl:1][C:2]1[CH:7]=[CH:6][CH:5]=[CH:4][C:3]=1[CH:8]([C:19]1[CH:20]=[CH:21][C:22](=O)[NH:23][CH:24]=1)[CH2:9][C:10]([C:12]1[CH:13]=[CH:14][C:15](=[O:18])[NH:16][CH:17]=1)=[O:11].I[CH3:27].[C:28](=[O:31])([O-])[O-].[K+].[K+]>>[Cl:1][C:2]1[CH:7]=[CH:6][CH:5]=[CH:4][C:3]=1[CH:8]([C:19]1[CH:20]=[CH:21][C:28](=[O:31])[N:23]([CH3:22])[CH:24]=1)[CH2:9][C:10]([C:12]1[CH:13]=[CH:14][C:15](=[O:18])[N:16]([CH3:27])[CH:17]=1)=[O:11] |f:2.3.4|. Procedure details: In analogy to example 161, step 1, 5,5′-[1-(2-chlorophenyl)-3-oxopropane-1,3-diyl]dipyridin-2(1H)-one was reacted with iodomethane in the presence of potassium carbonate to give the title compound as a colorless solid, MS (ESI+): m/z=383.1 [M+H]+. Reactants: O=C([O-])[O-], CCOC(C)=O, O=C(CBr)c1ccc(Cl)cc1, [K+], [K+], CN(C)C=O, OCCCNc1nonc1-c1nc2ccccc2[nH]1. Product: O=C(Cn1c(-c2nonc2NCCCO)nc2ccccc21)c1ccc(Cl)cc1. RXN SMILES: [C:20](=[O:21])([O-:22])[O-:23].[CH3:42][CH2:43][O:44][C:45](=[O:46])[CH3:47].[Cl:26][c:27]1[cH:28][cH:29][c:30]([C:31]([CH2:32][Br:33])=[O:34])[cH:35][cH:36]1.[K+:24].[K+:25].[O:37]=[CH:38][N:39]([CH3:40])[CH3:41].[nH:1]1[c:2](-[c:10]2[c:11]([NH:15][CH2:16][CH2:17][CH2:18][OH:19])[n:12][o:13][n:14]2)[n:3][c:4]2[c:5]1[cH:6][cH:7][cH:8][cH:9]2>>[n:1]1[c:2](-[c:10]2[c:11]([NH:15][CH2:16][CH2:17][CH2:18][OH:19])[n:12][o:13][n:14]2)[n:3]([CH2:32][C:31]([c:30]2[cH:29][cH:28][c:27]([Cl:26])[cH:36][cH:35]2)=[O:34])[c:4]2[c:5]1[cH:6][cH:7][cH:8][cH:9]2. The reactants are BrBr (bromine), [OH-].[Na+] (sodium hydroxide), ClC1=NC(=CC(=C1C#N)C)N(C)C (2-chloro-3-cyano-6-(N,N-dimethylamino)-4-methylpyridine). Reported procedure: To a suspension of 2-chloro-3-cyano-6-(N,N-dimethylamino)-4-methylpyridine (0.98 g) in acetic acid (10 mL) was added bromine (0.9 g) in acetic acid (1 mL). The reaction mixture was stirred at room temperature for 20 minutes and then warmed to 60° C. for 5 minutes. After cooling to room temperature the mixture was poured into a solution of sodium hydroxide (8 g) in water (100 mL). The mixture was extracted with chloroform (3×30 mL). The combined organic phase was washed, dried, and evaporated to ... Reaction conditions: time 20 minute. Isolated yield 98.9%. Product: BrC=1C(=C(C(=NC1N(C)C)Cl)C#N)C (5-Bromo-2-chloro-3-cyano-6-(N,N-dimethylamino)-4-methylpyridine). Run in C(C)(=O)O (acetic acid), O (water), C(C)(=O)O (acetic acid). Reaction SMILES: [Cl:1][C:2]1[C:7]([C:8]#[N:9])=[C:6]([CH3:10])[CH:5]=[C:4]([N:11]([CH3:13])[CH3:12])[N:3]=1.[Br:14]Br.[OH-].[Na+]>C(O)(=O)C.O>[Br:14][C:5]1[C:6]([CH3:10])=[C:7]([C:8]#[N:9])[C:2]([Cl:1])=[N:3][C:4]=1[N:11]([CH3:12])[CH3:13] |f:2.3|. The reactants are C(C)(C)(C)OC(COC1=C(C=C(C=C1)Cl)C#C)=O (tert-butyl(4-chloro-2-ethynylphenoxy)acetate), C(C)(C)(C)OC(COC1=C(C=C(C=C1)Cl)C#C)=O (tert-butyl(4-chloro-2-ethynylphenoxy)acetate), BrC1=C(N=C(S1)C)C (5-bromo-2,4-dimethyl-1,3-thiazole). Yields the product ClC1=CC(=C(OCC(=O)O)C=C1)C#CC1=C(N=C(S1)C)C ({4-chloro-2-[(2,4-dimethyl-1,3-thiazol-5-yl)ethynyl]phenoxy}acetic acid). RXN SMILES: C([O:5][C:6](=[O:18])[CH2:7][O:8][C:9]1[CH:14]=[CH:13][C:12]([Cl:15])=[CH:11][C:10]=1[C:16]#[CH:17])(C)(C)C.Br[C:20]1[S:24][C:23]([CH3:25])=[N:22][C:21]=1[CH3:26]>>[Cl:15][C:12]1[CH:13]=[CH:14][C:9]([O:8][CH2:7][C:6]([OH:5])=[O:18])=[C:10]([C:16]#[C:17][C:20]2[S:24][C:23]([CH3:25])=[N:22][C:21]=2[CH3:26])[CH:11]=1. Procedure details: Following the general method as outlined in Example 8, starting from tert-butyl(4-chloro-2-ethynylphenoxy)acetate (Intermediate 3) and 5-bromo-2,4-dimethyl-1,3-thiazole (Acros), the title compound was obtained as a white solid after purification by preparative HPLC. Starting materials: C(C)(=O)NC=1C(=C(C(=O)O)C=CC1Cl)F (3-acetylamino-4-chloro-2-fluoro-benzoic acid), Cl (HCl). The product is NC=1C(=C(C(=O)O)C=CC1Cl)F (3-Amino-4-chloro-2-fluoro-benzoic acid). Yield: 96.0%. RXN SMILES: C([NH:4][C:5]1[C:6]([F:15])=[C:7]([CH:11]=[CH:12][C:13]=1[Cl:14])[C:8]([OH:10])=[O:9])(=O)C.Cl>>[NH2:4][C:5]1[C:6]([F:15])=[C:7]([CH:11]=[CH:12][C:13]=1[Cl:14])[C:8]([OH:10])=[O:9]. Procedure details: The sub-title compound is prepared from 3-acetylamino-4-chloro-2-fluoro-benzoic acid and 6 M HCl-solution in analogy to step Ab.